From a dataset of the Open Reaction Database (ORD), a public repository of structured organic reaction records. describe an organic reaction: reactants, conditions, products, and yield The reactants are FC1=C(C=O)C=C(C(=C1)O)OC (2-fluoro-4-hydroxy-5-methoxy-benzaldehyde), [H-].[Na+] (sodium hydride), O (water), ClCC1=NC2=C(N1C)C=CC=C2 (2-chloromethyl-1-methyl-1H-benzoimidazole). Solvent: CN(C(C)=O)C (N,N-dimethylacetamide). Conditions: temperature 80 celsius. The product is FC1=C(C=O)C=C(C(=C1)OCC1=NC2=C(N1C)C=CC=C2)OC (2-fluoro-5-methoxy-4-(1-methyl-1H-benzoimidazol-2-ylmethoxy)-benzaldehyde). Isolated yield 267.3%. RXN SMILES: [F:1][C:2]1[CH:9]=[C:8]([OH:10])[C:7]([O:11][CH3:12])=[CH:6][C:3]=1[CH:4]=[O:5].[H-].[Na+].Cl[CH2:16][C:17]1[N:21]([CH3:22])[C:20]2[CH:23]=[CH:24][CH:25]=[CH:26][C:19]=2[N:18]=1.O>CN(C)C(=O)C>[F:1][C:2]1[CH:9]=[C:8]([O:10][CH2:16][C:17]2[N:21]([CH3:22])[C:20]3[CH:23]=[CH:24][CH:25]=[CH:26][C:19]=3[N:18]=2)[C:7]([O:11][CH3:12])=[CH:6][C:3]=1[CH:4]=[O:5] |f:1.2|. Reported procedure: To a solution of 2-fluoro-4-hydroxy-5-methoxy-benzaldehyde (39, 3.0 g, 5 mmol) in N,N-dimethylacetamide (120 mL) was added sodium hydride (60% dispersion in mineral oil, 0.8 g, 19 mmol) portion wise. After the addition was complete, the reaction was stirred for 30 minutes after which 2-chloromethyl-1-methyl-1H-benzoimidazole (212, 2.9 g, 16 mmol) was added and then heated at 80° C. overnight. The reaction mixture was then poured into water (1 L) with stirring and the precipitated solid was filte... Starting materials: N=C=N (carbodiimide), C(CC)N (propylamine), N1C=CC2=CC=C(C=C12)/C=C/C(=O)O (E-indole-6-acrylic acid), Cl.CN(CCCN=C=NCC)C (1-(3-dimethylaminopropyl)-3-ethylcarbodiimide hydrochloride), C(CC)N (Propylamine). Reagents/catalysts: CN(C1=CC=NC=C1)C (4-dimethylaminopyridine), CN(C1=CC=NC=C1)C (4-dimethylaminopyridine). Solvent: CN(C=O)C (N,N-dimethylformamide), C(Cl)Cl (methylene chloride). Conditions: time 18 hour. The product is C(CC)NC(\C=C\C1=CC=C2C=CNC2=C1)=O (E-N-propylindole-6-acrylamide). Yield: 61.2%. Reaction SMILES: [NH:1]1[C:9]2[C:4](=[CH:5][CH:6]=[C:7](/[CH:10]=[CH:11]/[C:12]([OH:14])=O)[CH:8]=2)[CH:3]=[CH:2]1.Cl.C[N:17](C)[CH2:18][CH2:19][CH2:20]N=C=NCC.C(N)CC.N=C=N>CN(C)C1C=CN=CC=1.C(Cl)Cl.CN(C)C=O>[CH2:18]([NH:17][C:12](=[O:14])/[CH:11]=[CH:10]/[C:7]1[CH:8]=[C:9]2[C:4]([CH:3]=[CH:2][NH:1]2)=[CH:5][CH:6]=1)[CH2:19][CH3:20] |f:1.2|. Procedure details: A mixture of E-indole-6-acrylic acid (0.96 g), 4-dimethylaminopyridine (0.635 g), and 1-(3-dimethylaminopropyl)-3-ethylcarbodiimide hydrochloride (0.96 g) was dissolved in methylene chloride (50 ml) and N,N-dimethylformamide (60 ml) and stirred for 1 hour. Propylamine (0.591 g) was added and stirring continued for 18 hr. Further quantities of 4-dimethylaminopyridine (0.635 g), the carbodiimide (0.96 g) and propylamine (0.591 g) were added; and the mixture stirred for a further 30 hr. The solvent...